From a dataset of the Open Reaction Database (ORD), a public repository of structured organic reaction records. describe an organic reaction: reactants, conditions, products, and yield Reactants: C(C)N(C1=CC2=C(CN(CCO2)C(=O)OC(C)(C)C)C=C1)CC (tert-butyl 8-(diethylamino)-2,3-dihydro-1,4-benzoxazepine-4(5H)-carboxylate), C(C)(=O)OCC.Cl (hydrogen chloride-ethyl acetate). Yields the product Cl.Cl.C(C)N(C1=CC2=C(CNCCO2)C=C1)CC (N,N-diethyl-2,3,4,5-tetrahydro-1,4-benzoxazepine-8-amine dihydrochloride). Yield: 62.9%. RXN SMILES: [CH2:1]([N:3]([CH2:22][CH3:23])[C:4]1[CH:21]=[CH:20][C:7]2[CH2:8][N:9](C(OC(C)(C)C)=O)[CH2:10][CH2:11][O:12][C:6]=2[CH:5]=1)[CH3:2].C(OCC)(=O)C.[ClH:30]>>[ClH:30].[ClH:30].[CH2:22]([N:3]([CH2:1][CH3:2])[C:4]1[CH:21]=[CH:20][C:7]2[CH2:8][NH:9][CH2:10][CH2:11][O:12][C:6]=2[CH:5]=1)[CH3:23] |f:1.2,3.4.5|. Procedure details: A solution of tert-butyl 8-(diethylamino)-2,3-dihydro-1,4-benzoxazepine-4(5H)-carboxylate (250 mg, 0.780 mmol) in 4N hydrogen chloride-ethyl acetate (6 ml) was stirred for 1 hr at room temperature, and the solvent was evaporated under reduced pressure. The residue was recrystallized from a mixed solvent of methanol and ether to give the desired product (144 mg, 62.9%) as a solid. Starting materials: ice water, C([O-])([O-])=O.[K+].[K+] (potassium carbonate), C(C)(CC)OC1=CC=C(C=C1)O (4-sec-butyloxyphenol), ClCC1=CC(=NO1)C (5-chloromethyl-3-methylisoxazole). Solvent: CN(C=O)C (dimethylformamide). Conditions: temperature 80 celsius, time 1 hour. The product is C(C)(CC)OC1=CC=C(OCC2=CC(=NO2)C)C=C1 (5-[4(sec-butyloxy)-phenoxymethyl]-3-methylisoxazole). The yield is 85.2%. RXN SMILES: C(=O)([O-])[O-].[K+].[K+].[CH:7]([O:11][C:12]1[CH:17]=[CH:16][C:15]([OH:18])=[CH:14][CH:13]=1)([CH2:9][CH3:10])[CH3:8].Cl[CH2:20][C:21]1[O:25][N:24]=[C:23]([CH3:26])[CH:22]=1>CN(C)C=O>[CH:7]([O:11][C:12]1[CH:13]=[CH:14][C:15]([O:18][CH2:20][C:21]2[O:25][N:24]=[C:23]([CH3:26])[CH:22]=2)=[CH:16][CH:17]=1)([CH2:9][CH3:10])[CH3:8] |f:0.1.2|. Procedure: 4.6 g of anhydrous potassium carbonate is added to 5.0 g of 4-sec-butyloxyphenol in 80 ml of absolute dimethylformamide, and the mixture is stirred for one hour at 80° C. At this temperature, 3.9 g of 5-chloromethyl-3-methylisoxazole is dripped in and the mixture is stirred for a further seven hours at 90° C. The batch is then stirred into 300 ml of ice water, extracted three times, each time with 100 ml of methyl tert-butyl ether and the organic phase is washed twice with 2N sodium hydroxide so... RXN SMILES: Cl[C:2]1C=C(C)C(C)=[CH:4][C:3]=1[O:10][C:11]1[CH:16]=[C:15]([CH3:17])[C:14]([CH3:18])=[CH:13][C:12]=1[Cl:19].[Al+3].[Cl-].[Cl-].[Cl-].Cl[CH2:25]Cl>>[Cl:19][C:12]1[C:11]2[O:10][C:3]([CH3:2])([CH3:4])[CH2:25][C:16]=2[C:15]([CH3:17])=[C:14]([CH3:18])[CH:13]=1 |f:1.2.3.4|. Starting materials: ClC1=C(C=C(C(=C1)C)C)OC1=C(C=C(C(=C1)C)C)Cl (2-chloro-4,5-dimethylphenyl ether), [Al+3].[Cl-].[Cl-].[Cl-] (AlCl3), ClCCl (dichloromethane), ice water. Procedure details: To a solution of 23.8 g of the methally 2-chloro-4,5-dimethylphenyl ether in 200 ml absolute dichloromethane at -70° C. was added 10 g of AlCl3 under a current of nitrogen gas. After stirring and warming to the room temperature over a period of 1 hour, the reaction mixture was added 200 ml of ice-water and the aqueous layer was extracted with dichloromethane. The organic extract was washed with water, dried over anhydrous magnesium sulfate and concentrated under reduced pressure to afford a crud... The product is ClC1=CC(=C(C=2CC(OC21)(C)C)C)C (7-chloro-2,3-dihydro-2,2,4,5-tetramethylbenzofuran).